This data is from the Open Reaction Database (ORD), a public repository of structured organic reaction records. The task is: describe an organic reaction: reactants, conditions, products, and yield Starting materials: C1CN2CCN1CC2, COCCS(=O)(=O)c1ccccc1S(=O)(=O)N=C=O, ClCCl, COc1cc(OC)nc(N)n1. Yields the product COCCS(=O)(=O)c1ccccc1S(=O)(=O)NC(=O)Nc1nc(OC)cc(OC)n1. RXN SMILES: [CH2:31]1[N:32]2[CH2:33][CH2:34][N:35]([CH2:36][CH2:37]2)[CH2:38]1.[CH3:1][O:2][CH2:3][CH2:4][S:5](=[O:6])(=[O:7])[c:8]1[c:9]([S:14](=[O:15])(=[O:16])[N:17]=[C:18]=[O:19])[cH:10][cH:11][cH:12][cH:13]1.[Cl:39][CH2:40][Cl:41].[NH2:20][c:21]1[n:22][c:23]([O:29][CH3:30])[cH:24][c:25]([O:27][CH3:28])[n:26]1>>[CH3:1][O:2][CH2:3][CH2:4][S:5](=[O:6])(=[O:7])[c:8]1[c:9]([S:14](=[O:15])(=[O:16])[NH:17][C:18](=[O:19])[NH:20][c:21]2[n:22][c:23]([O:29][CH3:30])[cH:24][c:25]([O:27][CH3:28])[n:26]2)[cH:10][cH:11][cH:12][cH:13]1. Reactants: N#Cc1cc(C(Br)Br)c2oc(-c3ccc(NC(=O)CN4CCN(c5ccc(C(F)(F)F)cc5)CC4)cc3)nc2c1, O, c1ccncc1. Yields the product N#Cc1cc(C=O)c2oc(-c3ccc(NC(=O)CN4CCN(c5ccc(C(F)(F)F)cc5)CC4)cc3)nc2c1. Reaction SMILES: [C:1](#[N:2])[c:3]1[cH:4][c:5]([CH:38]([Br:39])[Br:40])[c:6]2[c:7]([n:8][c:9](-[c:11]3[cH:12][cH:13][c:14]([NH:17][C:18]([CH2:19][N:20]4[CH2:21][CH2:22][N:23]([c:26]5[cH:27][cH:28][c:29]([C:32]([F:33])([F:34])[F:35])[cH:30][cH:31]5)[CH2:24][CH2:25]4)=[O:36])[cH:15][cH:16]3)[o:10]2)[cH:37]1.[OH2:41].[cH:42]1[cH:43][cH:44][n:45][cH:46][cH:47]1>>[C:1](#[N:2])[c:3]1[cH:4][c:5]([CH:38]=[O:41])[c:6]2[c:7]([n:8][c:9](-[c:11]3[cH:12][cH:13][c:14]([NH:17][C:18]([CH2:19][N:20]4[CH2:21][CH2:22][N:23]([c:26]5[cH:27][cH:28][c:29]([C:32]([F:33])([F:34])[F:35])[cH:30][cH:31]5)[CH2:24][CH2:25]4)=[O:36])[cH:15][cH:16]3)[o:10]2)[cH:37]1.